From a dataset of the Open Reaction Database (ORD), a public repository of structured organic reaction records. describe an organic reaction: reactants, conditions, products, and yield Starting materials: COC1=C(C#N)C=CC=C1 (o-methyoxybenzonitrile), C(C)SP(=S)(OCC)[O-] (diethyldithiophosphate), Cl (hydrogen chloride). Solvent: C(C)(=O)OCC (ethyl aceate). Reaction conditions: time 8 hour. Yields the product COC1=C(C(=S)N)C=CC=C1 (o-Methoxythiobenzamide). As a reaction SMILES: [CH3:1][O:2][C:3]1[CH:10]=[CH:9][CH:8]=[CH:7][C:4]=1[C:5]#[N:6].C([S:13]P([O-])(OCC)=S)C.Cl>C(OCC)(=O)C>[CH3:1][O:2][C:3]1[CH:10]=[CH:9][CH:8]=[CH:7][C:4]=1[C:5]([NH2:6])=[S:13]. Reported procedure: A solution of 6.5 g of o-methyoxybenzonitrile and 8.22 ml of diethyldithiophosphate in 200 ml of ethyl aceate was saturated with hydrogen chloride gas, and the resulting reaction mixture allowed to stir overnight at room temperature. The solvent was removed in vacuo and the oily residue triturated with hexane. The resulting solid was filtered and dried, 3.6 g.